The task is: describe an organic reaction: reactants, conditions, products, and yield. This data is from the Open Reaction Database (ORD), a public repository of structured organic reaction records. The reactants are ( 3 ), CO (methanol), C(C=C)OC[C@@H](CC(C)C)NC(C(F)(F)F)=O ((R)-N-(1-(allyloxy)-4-methylpentan-2-yl)-2,2,2-trifluoroacetamide), C([O-])([O-])=O.[K+].[K+] (potassium carbonate). The solvent is O (water). Product: C(C=C)OC[C@@H](CC(C)C)N ((R)-1-(allyloxy)-4-methylpentan-2-amine). Yield: 95.0%. RXN SMILES: CO.[CH2:3]([O:6][CH2:7][C@H:8]([NH:13]C(=O)C(F)(F)F)[CH2:9][CH:10]([CH3:12])[CH3:11])[CH:4]=[CH2:5].C(=O)([O-])[O-].[K+].[K+]>O>[CH2:3]([O:6][CH2:7][C@H:8]([NH2:13])[CH2:9][CH:10]([CH3:11])[CH3:12])[CH:4]=[CH2:5] |f:2.3.4|. Reported procedure: Step AK (3): To a mixture of methanol (90 mL) and water (10 mL), (R)-N-(1-(allyloxy)-4-methylpentan-2-yl)-2,2,2-trifluoroacetamide (1.9 g, 7.5 mmol) and potassium carbonate (3.1 g, 22.5 mmol) were added. The mixture was heated at reflux for 16 h and concentrated in vacuum to remove methanol. The mixture was poured into excess NaOH (1 M) and extracted with EtOAc. The combined organic phases were washed with brine, dried over Na2SO4, filtered and concentrated in vacuum to yield (R)-1-(allyloxy)-4-... Starting materials: C(C)(C)(C)OC([C@H]1N(CCC1)C([C@@H](NC(=O)OC)C(C)C)=O)=O (N-[methoxycarbonyl]-L-valyl-L-proline tert-butyl ester), resin. Run in C1(=CC=CC=C1)C (toluene). Conditions: temperature 120 celsius. Product: COC(=O)N[C@@H](C(C)C)C(=O)N1[C@H](C(=O)O)CCC1 (N-[methoxycarbonyl]-L-valyl-L-proline). Isolated yield 55.3%. RXN SMILES: C([O:5][C:6](=[O:23])[C@@H:7]1[CH2:11][CH2:10][CH2:9][N:8]1[C:12](=[O:22])[C@H:13]([CH:19]([CH3:21])[CH3:20])[NH:14][C:15]([O:17][CH3:18])=[O:16])(C)(C)C>C1(C)C=CC=CC=1>[CH3:18][O:17][C:15]([NH:14][C@H:13]([C:12]([N:8]1[CH2:9][CH2:10][CH2:11][C@H:7]1[C:6]([OH:23])=[O:5])=[O:22])[CH:19]([CH3:21])[CH3:20])=[O:16]. Procedure: To a solution of N-[methoxycarbonyl]-L-valyl-L-proline tert-butyl ester (813 g) in toluene (3 liters) was added Amberlyst-15 ion exchange resin (190 g). The reaction was heated at 120° C. to distill off water present in the resin via a water/toluene azeotrope. Approximately 400 ml of distillate was collected. Heating was then continued at reflux for 1.5 hours. The reaction was cooled to 60° C. and the resin was removed by filtration. The filtrate was extracted with 1M NaOH (2.5 liters) followed ... The reactants are C(C)OC(CSC1=CN=C(S1)NC(=O)N(C1=CC(=C(C=C1)F)F)CC1CCC1)=O ({2-[3-cyclobutylmethyl-3-(3,4-difluoro-phenyl)-ureido]-thiazol-5-ylsulfanyl}-acetic acid ethyl ester), C(C)OC(CSC1=CN=C(S1)N)=O ((2-amino-thiazol-5-ylsulfanyl)acetic acid ethyl ester), C1(CCCC1)CN(C(NC=1SC=C(N1)CC(=O)O)=O)C1=CC=C(C=C1)S(=O)(=O)C ({2-[3-cyclopentylmethyl-3-(4-methanesulfonyl-phenyl)-ureido]-thiazol-4-yl}-acetic acid), C1(CCC1)CNC1=CC(=C(C=C1)F)F (cyclobutylmethyl-(3,4-difluorophenyl)-amine). Product: C1(CCC1)N(C(N(C=1SC(=CN1)SCC(=O)O)C)=O)C1=CC(=C(C=C1)F)F ({2-[3-Cyclobutyl methyl-3-(3,4-difluoro-phenyl)-ureido]-thiazol-5-ylsulfanyl}-acetic acid). As a reaction SMILES: C([O:3][C:4](=[O:29])[CH2:5][S:6][C:7]1[S:11][C:10]([NH:12][C:13]([N:15]([CH2:24][CH:25]2[CH2:28][CH2:27]C2)[C:16]2[CH:21]=[CH:20][C:19]([F:22])=[C:18]([F:23])[CH:17]=2)=[O:14])=[N:9][CH:8]=1)C.[CH:30]1(CN(C2C=CC(S(C)(=O)=O)=CC=2)C(=O)NC2SC=C(CC(O)=O)N=2)CCCC1.C1(CNC2C=CC(F)=C(F)C=2)CCC1.C(OC(=O)CSC1SC(N)=NC=1)C>>[CH:24]1([N:15]([C:16]2[CH:21]=[CH:20][C:19]([F:22])=[C:18]([F:23])[CH:17]=2)[C:13](=[O:14])[N:12]([CH3:30])[C:10]2[S:11][C:7]([S:6][CH2:5][C:4]([OH:3])=[O:29])=[CH:8][N:9]=2)[CH2:25][CH2:28][CH2:27]1. Procedure: The title compound was prepared via {2-[3-cyclobutylmethyl-3-(3,4-difluoro-phenyl)-ureido]-thiazol-5-ylsulfanyl}-acetic acid ethyl ester in a similar manner as described for the synthesis of {2-[3-cyclopentylmethyl-3-(4-methanesulfonyl-phenyl)-ureido]-thiazol-4-yl}-acetic acid, using cyclobutylmethyl-(3,4-difluorophenyl)-amine and (2-amino-thiazol-5-ylsulfanyl)acetic acid ethyl ester. Run in CC(=O)C (acetone). Product: OC(C)C1=CN=C(S1)C=O (5-(1-hydroxyethyl)-1,3-thiazole-2-carbaldehyde). Procedure details: A mixture of 1-[2-(1,3-dioxolan-2-yl)-1,3-thiazol-5-yl]ethanol (1.96 g), 1M hydrochloric acid (8 mL) and acetone (20 mL) was stirred with heating under reflux for 3 hr. To the reaction mixture was added saturated aqueous sodium hydrogen carbonate, and the mixture was extracted with ethyl acetate. The ethyl acetate layer was washed with saturated brine, dried (MgSO4) and concentrated. The obtained residue was subjected to silica gel column chromatography, and the title compound (0.60 g, yield 39%... Reaction SMILES: [O:1]1CCO[CH:2]1[C:6]1[S:7][C:8]([CH:11]([OH:13])[CH3:12])=[CH:9][N:10]=1.Cl.C(=O)([O-])O.[Na+]>CC(C)=O>[OH:13][CH:11]([C:8]1[S:7][C:6]([CH:2]=[O:1])=[N:10][CH:9]=1)[CH3:12] |f:2.3|. Starting materials: O1C(OCC1)C=1SC(=CN1)C(C)O (1-[2-(1,3-dioxolan-2-yl)-1,3-thiazol-5-yl]ethanol), Cl (hydrochloric acid), C(O)([O-])=O.[Na+] (sodium hydrogen carbonate). Isolated yield 39.2%. Starting materials: C(C)(=O)[O-] (acetate), CC(=CC(C=CC)=O)CCC=C(C)C (6,10-Dimethyl-4-oxo-2,5,9-undecatriene), C(C)(=O)[O-] (acetate). Run in C(C)(=O)O (acetic acid). RXN SMILES: [C:1]([O-])(=O)C.[CH3:5][C:6]([CH2:13][CH2:14][CH:15]=[C:16]([CH3:18])[CH3:17])=[CH:7][C:8](=[O:12])[CH:9]=[CH:10][CH3:11]>C([O-])(=O)C.[Cu+2].C([O-])(=O)C.C(O)(=O)C>[CH3:5][C:6]1[CH:7]([C:8](=[O:12])[CH:9]=[CH:10][CH2:11][CH3:1])[C:16]([CH3:17])([CH3:18])[CH2:15][CH2:14][CH:13]=1 |f:2.3.4|. Product: CC=1C(C(CCC1)(C)C)C(C=CCC)=O (2,6,6-Trimethyl-1-[2-pentenoyl]-2-cyclohexene). The reagents and catalysts are C(C)(=O)[O-].[Cu+2].C(C)(=O)[O-] (copper acetate). Procedure details: 248 g. of the acetate prepared according to paragraph (c) were heated at 90° during 5 h. in the presence of 500 ml. of acetic acid and 10 g. of copper acetate. By means of vapour phase chromatography it was shown that the starting acetate had completely reacted. The mixture was concentrated in vacuum and the residue was treated with 300 ml. of water. After extraction with petrol-ether and the usual treatments, 190 g. of a mixture consisting of 7,11-dimethyl-5-oxo-3,6,10-dodecatriene and two isom... Starting materials: [Br-], CCOC(=O)C(=O)c1ccccc1, C1CCOC1, CC(C)[Mg+], CC(C)(C)OC(=O)c1ccc(I)cc1. The product is CCOC(=O)C(O)(c1ccccc1)c1ccc(C(=O)OC(C)(C)C)cc1. As a reaction SMILES: [Br-:15].[C:20]([c:21]1[cH:22][cH:23][cH:24][cH:25][cH:26]1)(=[O:27])[C:28](=[O:29])[O:30][CH2:31][CH3:32].[CH2:33]1[O:34][CH2:35][CH2:36][CH2:37]1.[CH:16]([Mg+:17])([CH3:18])[CH3:19].[I:1][c:2]1[cH:3][cH:4][c:5]([C:6](=[O:7])[O:8][C:9]([CH3:10])([CH3:11])[CH3:12])[cH:13][cH:14]1>>[c:2]1([C:20]([c:21]2[cH:22][cH:23][cH:24][cH:25][cH:26]2)([OH:27])[C:28](=[O:29])[O:30][CH2:31][CH3:32])[cH:3][cH:4][c:5]([C:6](=[O:7])[O:8][C:9]([CH3:10])([CH3:11])[CH3:12])[cH:13][cH:14]1. Reactants: [N+](=O)(O)[O-] (nitric acid), ice, BrC1=C(C=CC(=C1)Cl)O (2-bromo-4-chloro-phenol). Solvent: C(C)(=O)O (acetic acid), O (water), C(C)(=O)O (acetic acid), C(C)(=O)OC(C)=O (acetic anhydride). Yields the product BrC1=C(C(=CC(=C1)Cl)[N+](=O)[O-])O (2-bromo-4-chloro-6-nitro-phenol). The yield is 80.1%. As a reaction SMILES: [Br:1][C:2]1[CH:7]=[C:6]([Cl:8])[CH:5]=[CH:4][C:3]=1[OH:9].[N+:10]([O-])([OH:12])=[O:11]>C(O)(=O)C.C(OC(=O)C)(=O)C.O>[Br:1][C:2]1[CH:7]=[C:6]([Cl:8])[CH:5]=[C:4]([N+:10]([O-:12])=[O:11])[C:3]=1[OH:9]. Reported procedure: A solution of 2-bromo-4-chloro-phenol (99.24 g, 480 mmol) in acetic acid (110 ml) and acetic anhydride (125 ml) was cooled to −10EC. Within 1 hour a solution containing 100% nitric acid (33 ml) and acetic acid (40 ml) was added between −10E and −5EC, with stirring. The mixture was stirred for an additional 1.5 hours at 0-5EC, then the suspension poured onto 300 g of ice in 700 ml of water and stirred for a further 0.5 hour. The solid was collected, washed, and dried to give 97.12 g (80.1%) of th...